describe an organic reaction: reactants, conditions, products, and yield From a dataset of the Open Reaction Database (ORD), a public repository of structured organic reaction records. The reactants are Cn1c([N+](=O)[O-])cnc1C(=O)O, [Cl-], NNC(N)=S, C1CCOC1. The product is Cn1c([N+](=O)[O-])cnc1C(=O)NNC(N)=S. RXN SMILES: [CH3:2][n:3]1[c:4]([C:11](=[O:12])[OH:13])[n:5][cH:6][c:7]1[N+:8](=[O:9])[O-:10].[Cl-:1].[NH2:14][NH:15][C:16](=[S:17])[NH2:18].[O:19]1[CH2:20][CH2:21][CH2:22][CH2:23]1>>[CH3:2][n:3]1[c:4]([C:11](=[O:13])[NH:14][NH:15][C:16](=[S:17])[NH2:18])[n:5][cH:6][c:7]1[N+:8](=[O:9])[O-:10]. The reactants are C(C)N(C1=CC=C(C(=O)O)C=C1)CC (4-diethylamino benzoic acid), CCCC(CCC)N (4-heptylamine). Product: C(C)N(C1=CC=C(C(=O)NC(CCC)CCC)C=C1)CC (4-(diethylamino)-N-(heptan-4-yl)benzamide). As a reaction SMILES: [CH2:1]([N:3]([CH2:13][CH3:14])[C:4]1[CH:12]=[CH:11][C:7]([C:8]([OH:10])=O)=[CH:6][CH:5]=1)[CH3:2].[CH3:15][CH2:16][CH2:17][CH:18]([NH2:22])[CH2:19][CH2:20][CH3:21]>>[CH2:13]([N:3]([CH2:1][CH3:2])[C:4]1[CH:5]=[CH:6][C:7]([C:8]([NH:22][CH:18]([CH2:19][CH2:20][CH3:21])[CH2:17][CH2:16][CH3:15])=[O:10])=[CH:11][CH:12]=1)[CH3:14]. Procedure details: Prepared in a similar manner to example 4 using 4-diethylamino benzoic acid and 4-heptylamine. (31% %). NMR (500 MHz, CDCl3): δ 0.92 (t, 6H, J=7.17 Hz), 1.18 (t, 6H, J=7.04 Hz), 1.41 (m, 4H), 1.55 (m, 4H), 3.39 (m, 4H), 4.15 (m, 1H), 5.62 (m, 1H), 6.64 (d, 2H, J=10.26 Hz), 7.64 (d, 2H, J=10.26 Hz). MS (M+H, 291). Reactants: C(C)(C)(C)OC(N(C)C1=NC=C(C=C1)C=1N=C(C2=C(N1)SC(=N2)CN2CCN(CC2)S(=O)(=O)C)N2CCOCC2)=O ({5-[2-(4-methanesulfonyl-piperazin-1-ylmethyl)-7-morpholin-4-yl-thiazolo[5,4-d]pyrimidin-5-yl]-pyridin-2-yl}-methyl-carbamic acid tert-butyl ester). Run in FC(C(=O)O)(F)F (trifluoroacetic acid), ClCCl (dichloromethane). Conditions: time 1 hour. The product is CNC1=NC=C(C=C1)C=1N=C(C2=C(N1)SC(=N2)CN2CCN(CC2)S(=O)(=O)C)N2CCOCC2 (N-methyl-5-(2-((4-(methylsulfonyl)piperazin-1-yl)methyl)-7-morpholinothiazolo[5,4-d]pyrimidin-5-yl)pyridin-2-amine). The yield is 64.5%. As a reaction SMILES: C(O[C:6](=O)[N:7]([C:9]1[CH:14]=[CH:13][C:12]([C:15]2[N:16]=[C:17]([N:35]3[CH2:40][CH2:39][O:38][CH2:37][CH2:36]3)[C:18]3[N:23]=[C:22]([CH2:24][N:25]4[CH2:30][CH2:29][N:28]([S:31]([CH3:34])(=[O:33])=[O:32])[CH2:27][CH2:26]4)[S:21][C:19]=3[N:20]=2)=[CH:11][N:10]=1)C)(C)(C)C>FC(F)(F)C(O)=O.ClCCl>[CH3:6][NH:7][C:9]1[CH:14]=[CH:13][C:12]([C:15]2[N:16]=[C:17]([N:35]3[CH2:40][CH2:39][O:38][CH2:37][CH2:36]3)[C:18]3[N:23]=[C:22]([CH2:24][N:25]4[CH2:30][CH2:29][N:28]([S:31]([CH3:34])(=[O:33])=[O:32])[CH2:27][CH2:26]4)[S:21][C:19]=3[N:20]=2)=[CH:11][N:10]=1. Procedure: Crude {5-[2-(4-methanesulfonyl-piperazin-1-ylmethyl)-7-morpholin-4-yl-thiazolo[5,4-d]pyrimidin-5-yl]-pyridin-2-yl}-methyl-carbamic acid tert-butyl ester 75 (100 mg) was dissolved in a solution of 1 mL of trifluoroacetic acid and 1 mL of dichloromethane. The reaction mixture was stirred for 1 h. The mixture was concentrated. The product was purified by reverse phase HPLC to yield 53.8 mg of 101. MS (Q1) 505.2 (M)+. The reactants are NC1=CC(=C(C(=O)N2C=NC=C2)C=C1)Cl (N-(4-amino-2-chloro-benzoyl)-imidazole), CNC1CCCCC1 (N-methyl-cyclohexylamine). Solvent: C(Cl)(Cl)Cl (chloroform). Run at temperature 130 celsius, time 4 hour. The product is NC1=CC(=C(C(=O)N(C)C2CCCCC2)C=C1)Cl (4-amino-2-chloro-N-cyclohexyl-N-methyl-benzoic acid amide). Reaction SMILES: [NH2:1][C:2]1[CH:14]=[CH:13][C:5]([C:6]([N:8]2[CH:12]=[CH:11]N=[CH:9]2)=[O:7])=[C:4]([Cl:15])[CH:3]=1.CN[CH:18]1[CH2:23]CC[CH2:20][CH2:19]1>C(Cl)(Cl)Cl>[NH2:1][C:2]1[CH:14]=[CH:13][C:5]([C:6]([N:8]([CH:12]2[CH2:11][CH2:20][CH2:19][CH2:18][CH2:23]2)[CH3:9])=[O:7])=[C:4]([Cl:15])[CH:3]=1. Reported procedure: A mixture of 15 gm of N-(4-amino-2-chloro-benzoyl)-imidazole (m.p. 122°-127° C) and 150 ml of N-methyl-cyclohexylamine was stirred at 130° C for 4 hours. Subsequently, chloroform was added to the reaction mixture, and the resulting mixture was extracted twice with 300 ml of water. The organic phase was dried with sodium sulfate and evaporated. The oily residue was purified by chromatography on a silicagel column with chloroform/methanol (6:1), and the combined eluate fractions containing the des... Procedure details: To a solution of (6-amino-pyridin-3-yl)-(2-methoxy-phenyl)-methanone (14 g, 61.4 mol) in CH3OH (150 mL) was added NaBH4 (3.48 g, 92.1 mmol) portion-wise at 0° C. After the addition was completed, the reaction was warmed to room temperature and stirred at room temperature for 1 hr. The solvent was removed in vacuo and water (100 mL) was added to the residue. The mixture was extracted with dichloromethane (100 mL×3). The combined organic layers were washed with saturated solution of NaHCO3 and bri... Yields the product NC1=CC=C(C=N1)C(O)C1=C(C=CC=C1)OC ((6-aminopyridin-3-yl)-(2-methoxyphenyl)-methanol). Reaction conditions: time 1 hour. Reaction SMILES: [NH2:1][C:2]1[N:7]=[CH:6][C:5]([C:8]([C:10]2[CH:15]=[CH:14][CH:13]=[CH:12][C:11]=2[O:16][CH3:17])=[O:9])=[CH:4][CH:3]=1.[BH4-].[Na+]>CO>[NH2:1][C:2]1[N:7]=[CH:6][C:5]([CH:8]([C:10]2[CH:15]=[CH:14][CH:13]=[CH:12][C:11]=2[O:16][CH3:17])[OH:9])=[CH:4][CH:3]=1 |f:1.2|. Reactants: NC1=CC=C(C=N1)C(=O)C1=C(C=CC=C1)OC ((6-amino-pyridin-3-yl)-(2-methoxy-phenyl)-methanone), [BH4-].[Na+] (NaBH4). The solvent is CO (CH3OH). Starting materials: C(CCC)OCCO (2-butoxyethanol), C1(C=2C(C(=O)O1)=CC=CC2)=O (phthalic anhydride). Run at temperature 130 celsius. Product: butoxyethyl monoester, C(C=1C(C(=O)O)=CC=CC1)(=O)O (phthalic acid). RXN SMILES: C([O:5]CCO)CCC.[C:9]1(=[O:19])[O:14][C:12](=[O:13])[C:11]2=[CH:15][CH:16]=[CH:17][CH:18]=[C:10]12>>[C:9]([OH:14])(=[O:19])[C:10]1[C:11](=[CH:15][CH:16]=[CH:17][CH:18]=1)[C:12]([OH:5])=[O:13]. Procedure details: A reaction flask equipped with a stirrer, thermometer, and nitrogen inlet tube was charged with 93.6 grams of 2-butoxyethanol and 21 grams of phthalic anhydride. The mixture was heated under nitrogen for 30 minutes at 130° C. The butoxyethyl monoester of phthalic acid produced was a light yellow liquid which crystallized upon standing at room temperature for about one week. Reactants: CI, [H-], [Na+], C1CCOC1, O=c1[nH]c(=S)n2c3c1cnn3C(c1cccc(C(F)(F)F)c1)=CC2. Product: CSc1nc(=O)c2cnn3c2n1CC=C3c1cccc(C(F)(F)F)c1. As a reaction SMILES: [CH3:27][I:28].[H-:25].[Na+:26].[O:29]1[CH2:30][CH2:31][CH2:32][CH2:33]1.[S:1]=[c:2]1[nH:3][c:4](=[O:24])[c:5]2[cH:6][n:7][n:8]3[c:13]2[n:12]1[CH2:11][CH:10]=[C:9]3[c:14]1[cH:15][c:16]([C:20]([F:21])([F:22])[F:23])[cH:17][cH:18][cH:19]1>>[S:1]([c:2]1[n:3][c:4](=[O:24])[c:5]2[cH:6][n:7][n:8]3[c:13]2[n:12]1[CH2:11][CH:10]=[C:9]3[c:14]1[cH:15][c:16]([C:20]([F:21])([F:22])[F:23])[cH:17][cH:18][cH:19]1)[CH3:27].